This data is from the Open Reaction Database (ORD), a public repository of structured organic reaction records. The task is: describe an organic reaction: reactants, conditions, products, and yield Starting materials: COC(C(C(CCC1=CC=CC=C1)O)NC(=O)OC(C)(C)C)=O (2-(N-Boc-amino)-3-hydroxy-5-phenylpentanoic acid methyl ester), Cl (hydrochloric acid). Product: Cl.NC(C(=O)O)C(CCC1=CC=CC=C1)O (2-amino-3-hydroxy-5-phenylpentanoic acid hydrochloride). RXN SMILES: C[O:2][C:3](=[O:23])[CH:4]([NH:15]C(OC(C)(C)C)=O)[CH:5]([OH:14])[CH2:6][CH2:7][C:8]1[CH:13]=[CH:12][CH:11]=[CH:10][CH:9]=1.[ClH:24]>>[ClH:24].[NH2:15][CH:4]([CH:5]([OH:14])[CH2:6][CH2:7][C:8]1[CH:13]=[CH:12][CH:11]=[CH:10][CH:9]=1)[C:3]([OH:23])=[O:2] |f:2.3|. Procedure details: Reaction was carried out in the same manner as in Example 27, except that 2.5 g of N-Boc-glycine methyl ester was used in place of 1-dimethylethyl-(2R)-(2,6-dichlorophenyl)-5-oxo-3-((1′R)-phenylethyl)tetrahydro-1H-1-imidazolecarboxylate to obtain 3.3 g of 2-(N-Boc-amino)-3-hydroxy-5-phenylpentanoic acid methyl ester as a white solid (yield: 78%). Further, 11.0 g of 2-(N-Boc-amino)-3-hydroxy-5-phenylpentanoic acid methyl ester was mixed with a 6 M hydrochloric acid, and the mixture was refluxed f... The reactants are [N+](=[N-])=C (diazomethane), N1C=CC2=CC=C(C=C12)C(=O)O (6-indole carboxylic acid). Solvent: C(C)OCC (diethyl ether). Yields the product N1C=CC2=CC=C(C=C12)C(=O)OC (Methyl 1H-indole-6-carboxylate). As a reaction SMILES: [N+](=[CH2:3])=[N-].[NH:4]1[C:12]2[C:7](=[CH:8][CH:9]=[C:10]([C:13]([OH:15])=[O:14])[CH:11]=2)[CH:6]=[CH:5]1>C(OCC)C>[NH:4]1[C:12]2[C:7](=[CH:8][CH:9]=[C:10]([C:13]([O:15][CH3:3])=[O:14])[CH:11]=2)[CH:6]=[CH:5]1. Procedure: An ethereal solution of diazomethane (620 mL) was added slowly to a cooled, (−15° C.) stirred suspension of 6-indole carboxylic acid (45 g, 0.27 mol.) in diethyl ether (250 mL). Upon addition, the reaction mixture was stirred for a further 1 h at −15° C., after which the reaction was quenched by the slow addition of acetic acid (50 mL). The resultant mixture was then concentrated under reduced pressure, and the residue purified using flash chromatography on silica (60-120), using DCM as eluant. Starting materials: CC(=O)O (HOAc), BrC1=C(C#N)C=C(C(=C1)F)F (2-bromo-4,5-difluorobenzonitrile), NC([C@@H](CC1=CC=C(C=C1)C1=CC=NC=C1)NC(OC(C)(C)C)=O)=O ((R)-tert-butyl 1-amino-1-oxo-3-(4-(pyridin-4-yl)phenyl)propan-2-ylcarbamate), CCN(C(C)C)C(C)C (DIEA). Run in CS(=O)C (DMSO). Product: BrC=1C(=CC(=C(C1)N[C@@H](C(=O)N)CC1=CC=C(C=C1)C1=CC=NC=C1)F)C#N ((R)-2-(5-bromo-4-cyano-2-fluorophenylamino)-3-(4-(pyridin-4-yl)phenyl)propanamide). Yield: 47.2%. RXN SMILES: [Br:1][C:2]1[CH:9]=[C:8](F)[C:7]([F:11])=[CH:6][C:3]=1[C:4]#[N:5].[NH2:12][C:13](=[O:36])[C@H:14]([NH:28]C(=O)OC(C)(C)C)[CH2:15][C:16]1[CH:21]=[CH:20][C:19]([C:22]2[CH:27]=[CH:26][N:25]=[CH:24][CH:23]=2)=[CH:18][CH:17]=1.CCN(C(C)C)C(C)C.CC(O)=O>CS(C)=O>[Br:1][C:2]1[C:3]([C:4]#[N:5])=[CH:6][C:7]([F:11])=[C:8]([NH:28][C@H:14]([CH2:15][C:16]2[CH:21]=[CH:20][C:19]([C:22]3[CH:23]=[CH:24][N:25]=[CH:26][CH:27]=3)=[CH:18][CH:17]=2)[C:13]([NH2:12])=[O:36])[CH:9]=1. Reported procedure: A solution of 2-bromo-4,5-difluorobenzonitrile (85 mg, 0.390 mmol), (R)-tert-butyl 1-amino-1-oxo-3-(4-(pyridin-4-yl)phenyl)propan-2-ylcarbamate (72 mg, 0.299 mmol) and DIEA (0.200 mL, 1.15 mmol) in DMSO (3 mL) was stirred at 120 C for 18 h. HOAc (0.5 mL) was added. The mixture was purified by HPLC to give (R)-2-(5-bromo-4-cyano-2-fluorophenylamino)-3-(4-(pyridin-4-yl)phenyl)propanamide (62 mg).